describe an organic reaction: reactants, conditions, products, and yield From a dataset of the Open Reaction Database (ORD), a public repository of structured organic reaction records. Reactants: C(C)OC(C)OCCC#C (4-(1-ethoxyethoxy)-1-butyne), C(CCC)[Li] (n-butyllithium), ClC(=O)OCC1=CC=CC=C1 (benzyl chloroformate). The solvent is O1CCCC1 (tetrahydrofuran). Reaction conditions: temperature -78 celsius, time 30 minute. Yields the product C(C)OC(C)OCCC#CC(=O)OCC1=CC=CC=C1 (benzyl 5-(1-ethoxyethoxy)-2-pentynoate). Isolated yield 100.0%. As a reaction SMILES: [CH2:1]([O:3][CH:4]([O:6][CH2:7][CH2:8][C:9]#[CH:10])[CH3:5])[CH3:2].C([Li])CCC.Cl[C:17]([O:19][CH2:20][C:21]1[CH:26]=[CH:25][CH:24]=[CH:23][CH:22]=1)=[O:18]>O1CCCC1>[CH2:1]([O:3][CH:4]([O:6][CH2:7][CH2:8][C:9]#[C:10][C:17]([O:19][CH2:20][C:21]1[CH:26]=[CH:25][CH:24]=[CH:23][CH:22]=1)=[O:18])[CH3:5])[CH3:2]. Procedure: The product from Example 31A (79.99 g, 0.563 mole) in tetrahydrofuran (1 L) was treated dropwise at −78° C. with n-butyllithium (2.5 M in hexane, 0.563 mole, 225 mL). The reaction mixture was stirred at −78° C. for 30 minutes and then benzyl chloroformate (0.563 mole, 80.4 mL) was added dropwise. The reaction mixture was stirred at −78° C. for 2 hours, allowed to warm to ambient temperature and stirred overnight. After quenching with water, ethyl acetate was added and the layers were separated. ... Starting materials: C(O)([O-])=O.[Na+] (sodium hydrogencarbonate), C(C1=CC=CC=C1)O[C@H]1[C@@H](C(S[C@@H]1CO[Si](C1=CC=CC=C1)(C1=CC=CC=C1)C(C)(C)C)N1C2=NC(=NC(=C2N=C1)Cl)Cl)F (9-(3-O-benzyl-5-O-t-butyldiphenylsilyl-2-deoxy-2-fluoro-4-thio-D-arabinofuranosyl)-2,6-dichloropurine), ClB(Cl)Cl (trichloroboran), CO (methanol), N.C(C)O (ammonia ethanol). The solvent is C(Cl)Cl (methylene chloride). Reaction conditions: time 30 minute. The product is F[C@@H]1[C@@H](S[C@@H]([C@H]1O)CO)N1C2=NC(=NC(=C2N=C1)N)Cl (9-(2-deoxy-2-fluoro-4-thio-beta-D-arabinofuranosyl)-2-chloroadenine). The yield is 31.0%. RXN SMILES: C([O:8][C@@H:9]1[C@@H:13]([CH2:14][O:15][Si](C(C)(C)C)(C2C=CC=CC=2)C2C=CC=CC=2)[S:12][CH:11]([N:33]2[CH:41]=[N:40][C:39]3[C:34]2=[N:35][C:36]([Cl:43])=[N:37][C:38]=3Cl)[C@H:10]1[F:44])C1C=CC=CC=1.ClB(Cl)Cl.CO.C(=O)([O-])O.[Na+].[NH3:56].C(O)C>C(Cl)Cl>[F:44][C@H:10]1[C@H:9]([OH:8])[C@@H:13]([CH2:14][OH:15])[S:12][C@H:11]1[N:33]1[CH:41]=[N:40][C:39]2[C:34]1=[N:35][C:36]([Cl:43])=[N:37][C:38]=2[NH2:56] |f:3.4,5.6|. Procedure: 360 mg of the 9-(3-O-benzyl-5-O-t-butyldiphenylsilyl-2-deoxy-2-fluoro-4-thio-D-arabinofuranosyl)-2,6-dichloropurine was dissolved in 11 ml of methylene chloride. To this solution, 2.70 ml of 1 M trichloroboran was added dropwise at -78° C. under a stream of argon. The mixture was allowed to warm up to room temperature, and then stirred for 30 minutes. To this was added 1.0 ml of methanol at -78° C. The resulting mixture was stirred for a further 30 minutes, and then allowed to warm up to room te... The reactants are [N+](=O)([O-])C1=C(C=CC=C1Cl)C(CSC)=O (2'-nitro-3'-chloro-2-(methylthio)acetophenone), COC(N(C)C)OC (N,N-dimethylformamide dimethyl acetal), enaminone, O.NN (hydrazine hydrate). Reaction conditions: temperature 70 celsius. The product is CSC=1C(=NNC1)C1=C(C(=CC=C1)Cl)[N+](=O)[O-] (4-Methylthio-3-(2-nitro-3-chlorophenyl)pyrazole). As a reaction SMILES: [N+:1]([C:4]1[C:9]([Cl:10])=[CH:8][CH:7]=[CH:6][C:5]=1[C:11](=O)[CH2:12][S:13][CH3:14])([O-:3])=[O:2].COC(OC)[N:19]([CH3:21])C.O.[NH2:25]N>>[CH3:14][S:13][C:12]1[C:11]([C:5]2[CH:6]=[CH:7][CH:8]=[C:9]([Cl:10])[C:4]=2[N+:1]([O-:3])=[O:2])=[N:25][NH:19][CH:21]=1 |f:2.3|. Procedure: 1.5 g (0.0061 mol) of 2'-nitro-3'-chloro-2-(methylthio)acetophenone are dissolved in 1.6 ml (0.012 mol) of N,N-dimethylformamide dimethyl acetal according to the procedure described in Example No. 1 and are heated at 70° C. and then, after isolation of the intermediate enaminone, are treated with 2 ml (0.042 mol) of hydrazine hydrate according to the procedure described in Example No. 1. After purification by passing through a silica column (heptane/ethyl acetate 75/25), 600 mg of the-desired co... Reactants: O=C1N(C2CCC(O)CC2)CCC12CCCN(c1ccc(Br)cc1F)C2, CCNC(=O)c1ccc(B2OC(C)(C)C(C)(C)O2)cn1. The product is CCNC(=O)c1ccc(-c2ccc(N3CCCC4(CCN(C5CCC(O)CC5)C4=O)C3)c(F)c2)cn1. Reaction SMILES: [Br:21][c:22]1[cH:23][c:24]([F:46])[c:25]([N:28]2[CH2:29][C:30]3([CH2:31][CH2:32][N:33]([CH:36]4[CH2:37][CH2:38][CH:39]([OH:42])[CH2:40][CH2:41]4)[C:34]3=[O:35])[CH2:43][CH2:44][CH2:45]2)[cH:26][cH:27]1.[CH2:1]([CH3:2])[NH:3][C:4](=[O:5])[c:6]1[n:7][cH:8][c:9]([B:12]2[O:13][C:14]([CH3:15])([CH3:16])[C:17]([CH3:18])([CH3:19])[O:20]2)[cH:10][cH:11]1>>[CH2:1]([CH3:2])[NH:3][C:4](=[O:5])[c:6]1[n:7][cH:8][c:9](-[c:22]2[cH:23][c:24]([F:46])[c:25]([N:28]3[CH2:29][C:30]4([CH2:31][CH2:32][N:33]([CH:36]5[CH2:37][CH2:38][CH:39]([OH:42])[CH2:40][CH2:41]5)[C:34]4=[O:35])[CH2:43][CH2:44][CH2:45]3)[cH:26][cH:27]2)[cH:10][cH:11]1. Starting materials: Mg, C(CCCCCCC)OC1=CC=C(C=C1)C1=CC=C(C=C1)C#N (4-octyloxy-4'-cyanobiphenyl), S(O)(O)(=O)=O (sulfuric acid), S(O)(O)(=O)=O (sulfuric acid), CC(CBr)CC ((+)-2-methylbutyl bromide), C1(=CC=CC=C1)C (toluene). The solvent is CCOCC (ether), O (water), CCOCC (ether), O (water), CCOCC (ether). Conditions: time 30 minute. Product: C(CCCCCCC)OC1=CC=C(C=C1)C1=CC=C(C=C1)C(C[C@H](CC)C)=O (4-octyloxy-4'-((S)-3-methyl-pentanoyl)biphenyl). As a reaction SMILES: [CH3:1][CH:2]([CH2:5][CH3:6])[CH2:3]Br.[CH2:7]([O:15][C:16]1[CH:21]=[CH:20][C:19]([C:22]2[CH:27]=[CH:26][C:25]([C:28]#N)=[CH:24][CH:23]=2)=[CH:18][CH:17]=1)[CH2:8][CH2:9][CH2:10][CH2:11][CH2:12][CH2:13][CH3:14].S(=O)(=O)(O)[OH:31].C1(C)C=CC=CC=1>CCOCC.O>[CH2:7]([O:15][C:16]1[CH:21]=[CH:20][C:19]([C:22]2[CH:27]=[CH:26][C:25]([C:28](=[O:31])[CH2:1][C@@H:2]([CH3:3])[CH2:5][CH3:6])=[CH:24][CH:23]=2)=[CH:18][CH:17]=1)[CH2:8][CH2:9][CH2:10][CH2:11][CH2:12][CH2:13][CH3:14]. Reported procedure: Sliced Mg (12.4 g, 0.510 mol) and dry ether (50 ml) were placed in a three-neck flask in a dry nitrogen atmosphere and agitated, and to the mixture was dropwise added a solution obtained by dissolving (+)-2-methylbutyl bromide (prepared from (-)-2-methyl-1-butanol and phosphorus bromide) in dry ether (1 l), so as to keep the temperature of the system at 25° C. or lower. After completion of the dropwise addition, the mixture was allowed to stand at room temperature for 30 minutes, followed by dro... Reactants: Brc1ccccc1OCc1ccccc1, C1CCOC1, [Li]CCCC, CCCCCC, O=Cc1ccc(C2CC2)cc1, O. Yields the product OC(c1ccc(C2CC2)cc1)c1ccccc1OCc1ccccc1. As a reaction SMILES: [CH2:12]([c:13]1[cH:14][cH:15][cH:16][cH:17][cH:18]1)[O:19][c:20]1[c:21]([Br:26])[cH:22][cH:23][cH:24][cH:25]1.[CH2:39]1[O:40][CH2:41][CH2:42][CH2:43]1.[CH2:7]([Li:8])[CH2:9][CH2:10][CH3:11].[CH3:1][CH2:2][CH2:3][CH2:4][CH2:5][CH3:6].[CH:27]1([c:30]2[cH:31][cH:32][c:33]([CH:34]=[O:35])[cH:36][cH:37]2)[CH2:28][CH2:29]1.[OH2:38]>>[CH2:12]([c:13]1[cH:14][cH:15][cH:16][cH:17][cH:18]1)[O:19][c:20]1[c:21]([CH:34]([c:33]2[cH:32][cH:31][c:30]([CH:27]3[CH2:28][CH2:29]3)[cH:37][cH:36]2)[OH:35])[cH:22][cH:23][cH:24][cH:25]1. Starting materials: CN1C(=CC2=CC=CC=C12)C1=CC(=C(C#N)C=C1)C (4-(1-methyl-1H-indol-2-yl)-methyl-benzonitrile), [N+](=O)([O-])[O-].[K+] (potassium nitrate). The solvent is S(O)(O)(=O)=O (sulphuric acid). Product: CN1C(=CC2=CC(=CC=C12)[N+](=O)[O-])C1=CC(=C(C#N)C=C1)C (4-(1-methyl-5-nitro-1H-indol-2-yl)-methyl-benzonitrile). As a reaction SMILES: [CH3:1][N:2]1[C:10]2[C:5](=[CH:6][CH:7]=[CH:8][CH:9]=2)[CH:4]=[C:3]1[C:11]1[CH:18]=[CH:17][C:14]([C:15]#[N:16])=[C:13]([CH3:19])[CH:12]=1.[N+:20]([O-])([O-:22])=[O:21].[K+]>S(=O)(=O)(O)O>[CH3:1][N:2]1[C:10]2[C:5](=[CH:6][C:7]([N+:20]([O-:22])=[O:21])=[CH:8][CH:9]=2)[CH:4]=[C:3]1[C:11]1[CH:18]=[CH:17][C:14]([C:15]#[N:16])=[C:13]([CH3:19])[CH:12]=1 |f:1.2|. Reported procedure: 6.9 g (28 mmol) of 4-(1-methyl-1H-indol-2-yl)-methyl-benzonitrile are placed in 50 ml conc. sulphuric acid. At 2° C. 2.9 g (28 mmol) of potassium nitrate are added batchwise, whereupon the temperature rises to 10° C. After 30 minutes at 2° C. the mixture is poured onto ice and the product precipitated is suction filtered, washed with ice water, dried and recrystallised from acetone.